This data is from the Open Reaction Database (ORD), a public repository of structured organic reaction records. The task is: describe an organic reaction: reactants, conditions, products, and yield Reactants: ClC[Si](CCC1=C2C(=NC=3C4=CC5=C(C(N4CC13)=O)COC([C@]5(O)CC)=O)C=CC=C2)(C)C (11-(4S)-[2-(chloromethyldimethylsilanyl)-ethyl]-4-ethyl-4-hydroxy-1,12-dihydro-4H-2-oxa-6,12a-diaza-dibenzo[b,h]fluorene-3,13-dione), C(C1=CC=CC=C1)N (benzylamine). Solvent: C(C)#N (acetonitrile). Reaction conditions: time 2 hour. The product is C(C1=CC=CC=C1)NC[Si](CCC1=C2C(=NC=3C4=CC5=C(C(N4CC13)=O)COC([C@]5(O)CC)=O)C=CC=C2)(C)C (11-(4S)-{2-[(benzylaminomethyl)-dimethylsilanyl]-ethyl}-4-ethyl-4-hydroxy-1,12-dihydro-4H-2-oxa-6,12a-diaza-dibenzo[b,h]fluorene-3,13-dione). Isolated yield 50.0%. Reaction SMILES: Cl[CH2:2][Si:3]([CH3:33])([CH3:32])[CH2:4][CH2:5][C:6]1[C:18]2[CH2:17][N:16]3[C:11](=[CH:12][C:13]4[C@:23]([CH2:25][CH3:26])([OH:24])[C:22](=[O:27])[O:21][CH2:20][C:14]=4[C:15]3=[O:19])[C:10]=2[N:9]=[C:8]2[CH:28]=[CH:29][CH:30]=[CH:31][C:7]=12.[CH2:34]([NH2:41])[C:35]1[CH:40]=[CH:39][CH:38]=[CH:37][CH:36]=1>C(#N)C>[CH2:34]([NH:41][CH2:2][Si:3]([CH3:33])([CH3:32])[CH2:4][CH2:5][C:6]1[C:18]2[CH2:17][N:16]3[C:11](=[CH:12][C:13]4[C@:23]([CH2:25][CH3:26])([OH:24])[C:22](=[O:27])[O:21][CH2:20][C:14]=4[C:15]3=[O:19])[C:10]=2[N:9]=[C:8]2[CH:28]=[CH:29][CH:30]=[CH:31][C:7]=12)[C:35]1[CH:40]=[CH:39][CH:38]=[CH:37][CH:36]=1. Reported procedure: A solution of Compound 3 (100 mg) and benzylamine (70 μL) in acetonitrile (2 mL) was heated at 110° C. over 8 hours. Solvent was removed under reduced pressure and the crude product was stirred in trifluoroacetic acid (1 mL) for 2 hours at room temperature. Finally, trifluoroacetic acid was removed under reduced pressure and the crude product was partitioned between chloroform (20 mL) and 7% aqueous NaHCO3 solution (10 mL). The chloroform layer was dried and concentrated and purified on a silica... Reactants: ice water, O1CCCC1 (tetrahydrofuran), C(C)OC(=O)C1=C2N(N=C1)CCN2 (2,3-dihydro-7-ethoxycarbonyl-1H-imidazo[1,2-b]pyrazole), solution, [H-].COCCO[Al+]OCCOC.[Na+].[H-] (sodium bis(2-methoxyethoxy)aluminum hydride). Run in C=1(C(=CC=CC1)C)C (xylene), C1(=CC=CC=C1)C (toluene). Product: CC1=C2N(N=C1)CCN2 (2,3-dihydro-7-methyl-1H-imidazo[1,2-b]pyrazole). The yield is 60.0%. Reaction SMILES: C(O[C:4]([C:6]1[CH:10]=[N:9][N:8]2[CH2:11][CH2:12][NH:13][C:7]=12)=O)C.[H-].COCCO[Al+]OCCOC.[Na+].[H-].O1CCCC1>C1(C)C(C)=CC=CC=1.C1(C)C=CC=CC=1>[CH3:4][C:6]1[CH:10]=[N:9][N:8]2[CH2:11][CH2:12][NH:13][C:7]=12 |f:1.2.3.4|. Procedure details: To a solution of 2,3-dihydro-7-ethoxycarbonyl-1H-imidazo[1,2-b]pyrazole (5 g) in xylene (27 ml) was added dropwise 3.4M solution (27 ml) of sodium bis(2-methoxyethoxy)aluminum hydride in toluene under ice-cooling. The mixture was stirred at room temperature and then stirred at 140° C. for 3.5 hours. The reaction mixture was cooled at 5° C. and poured into a mixture of ice-water (100 ml) and tetrahydrofuran (100 ml). The insoluble material was filtered off and the filtrate was separated. The aque... The reactants are C1CCOC1, [Li]CCCC, CCOC(=O)c1ccc(OCC)cc1, CC#N, [Na+], [OH-]. The product is CCOc1ccc(C(=O)CC#N)cc1. RXN SMILES: [CH2:25]1[O:26][CH2:27][CH2:28][CH2:29]1.[CH2:4]([Li:5])[CH2:6][CH2:7][CH3:8].[CH2:9]([O:11][C:12](=[O:10])[c:13]1[cH:14][cH:15][c:16]([O:19][CH2:20][CH3:21])[cH:17][cH:18]1)[CH3:22].[CH3:1][C:2]#[N:3].[Na+:24].[OH-:23]>>[CH2:1]([C:2]#[N:3])[C:12](=[O:11])[c:13]1[cH:14][cH:15][c:16]([O:19][CH2:20][CH3:21])[cH:17][cH:18]1.